This data is from the Open Reaction Database (ORD), a public repository of structured organic reaction records. The task is: describe an organic reaction: reactants, conditions, products, and yield The reactants are FC1=C(N)C(=CC=C1)F (2,6-Difluoroaniline), [N-](C#N)C#N.[Na+] (sodium dicyanamide). Yields the product C(#N)N=C(NC1=C(C=CC=C1F)F)N (N″-cyano-N-(2,6-difluorophenyl)guanidine). RXN SMILES: [F:1][C:2]1[CH:8]=[CH:7][CH:6]=[C:5]([F:9])[C:3]=1[NH2:4].[N-:10]([C:13]#[N:14])[C:11]#[N:12].[Na+]>>[C:11]([N:10]=[C:13]([NH2:14])[NH:4][C:3]1[C:2]([F:1])=[CH:8][CH:7]=[CH:6][C:5]=1[F:9])#[N:12] |f:1.2|. Procedure: 2,6-Difluoroaniline and sodium dicyanamide were procesed as described in Example 71A to provide the desired compound. Starting materials: C(C1=CC=CC=C1)N1CC(C(CC1)N(C)C)(C)C (1-benzyl-4-dimethylamino-3,3-dimethylpiperidine). The reagents and catalysts are [OH-].[OH-].[Pd+2] (Pd(OH)2 on carbon). Run in CO (methanol), [H][H] (hydrogen). Yields the product CN(C1C(CNCC1)(C)C)C (4-dimethylamino-3,3-dimethylpiperidine). RXN SMILES: C([N:8]1[CH2:13][CH2:12][CH:11]([N:14]([CH3:16])[CH3:15])[C:10]([CH3:18])([CH3:17])[CH2:9]1)C1C=CC=CC=1>CO.[H][H].[OH-].[OH-].[Pd+2]>[CH3:15][N:14]([CH3:16])[CH:11]1[CH2:12][CH2:13][NH:8][CH2:9][C:10]1([CH3:17])[CH3:18] |f:3.4.5|. Procedure details: A mixture of 20% Pd(OH)2 on carbon (0.3 g) and 1-benzyl-4-dimethylamino-3,3-dimethylpiperidine (4.5 g, 6.0 mmol) in methanol (20 ml) was stirred in hydrogen atmosphere (1 atm.) for 48 hr at room temperature. The catalyst was filtered off, washed with methanol and filtrate was concentrated to afford 4-dimethylamino-3,3-dimethylpiperidine. Yield 1.6 g (95%), C9H20N2, m/z 157 (M+1).